From a dataset of the Open Reaction Database (ORD), a public repository of structured organic reaction records. describe an organic reaction: reactants, conditions, products, and yield The reactants are C(C)(C)(C)OC(CN1C=C(C2=CC(=CC=C12)OC)C1NS(C2=C1C=CC=C2)(=O)=O)=O ([3-(1,1-Dioxo-2,3-dihydro-1H-1λ6-benzo[d]isothiazol-3-yl)-5-methoxy-indol-1-yl]-acetic acid tert-butyl ester), FC1=CC=C(CBr)C=C1 (4-fluorobenzyl bromide). The product is FC1=CC=C(CN2S(C3=C(C2C2=CN(C4=CC=C(C=C24)OC)CC(=O)O)C=CC=C3)(=O)=O)C=C1 ({3-[2-(4-Fluoro-benzyl)-1,1-dioxo-2,3-dihydro-1H-1λ6-benzo[d]isothiazol-3-yl]-5-methoxy-indol-1-yl}-acetic acid). Reaction SMILES: C([O:5][C:6](=[O:30])[CH2:7][N:8]1[C:16]2[C:11](=[CH:12][C:13]([O:17][CH3:18])=[CH:14][CH:15]=2)[C:10]([CH:19]2[C:23]3[CH:24]=[CH:25][CH:26]=[CH:27][C:22]=3[S:21](=[O:29])(=[O:28])[NH:20]2)=[CH:9]1)(C)(C)C.[F:31][C:32]1[CH:39]=[CH:38][C:35]([CH2:36]Br)=[CH:34][CH:33]=1>>[F:31][C:32]1[CH:39]=[CH:38][C:35]([CH2:36][N:20]2[CH:19]([C:10]3[C:11]4[C:16](=[CH:15][CH:14]=[C:13]([O:17][CH3:18])[CH:12]=4)[N:8]([CH2:7][C:6]([OH:5])=[O:30])[CH:9]=3)[C:23]3[CH:24]=[CH:25][CH:26]=[CH:27][C:22]=3[S:21]2(=[O:28])=[O:29])=[CH:34][CH:33]=1. Procedure: The title compound was prepared by the method described for example 14 using the product from example 4, step c) and 4-fluorobenzyl bromide. MS: ESI (negative): 479 (M−H). The reactants are C(C)OC=1C=C(C=O)C=CC1O (3-ethoxy-4-hydroxybenzaldehyde), BrCCCCCCCCCCCO (11-bromoundecan-1-ol). Yields the product C(C)OC=1C=C(C=O)C=CC1OCCCCCCCCCCCO (3-ethoxy-4-[(11-hydroxyundecyl)oxy]benzaldehyde). Yield: 95.0%. Reaction SMILES: [CH2:1]([O:3][C:4]1[CH:5]=[C:6]([CH:9]=[CH:10][C:11]=1[OH:12])[CH:7]=[O:8])[CH3:2].Br[CH2:14][CH2:15][CH2:16][CH2:17][CH2:18][CH2:19][CH2:20][CH2:21][CH2:22][CH2:23][CH2:24][OH:25]>>[CH2:1]([O:3][C:4]1[CH:5]=[C:6]([CH:9]=[CH:10][C:11]=1[O:12][CH2:14][CH2:15][CH2:16][CH2:17][CH2:18][CH2:19][CH2:20][CH2:21][CH2:22][CH2:23][CH2:24][OH:25])[CH:7]=[O:8])[CH3:2]. Procedure: 3-ethoxy-4-[(11-hydroxyundecyl)oxy]benzaldehyde is prepared starting from 3-ethoxy-4-hydroxybenzaldehyde and 11-bromoundecan-1-ol according the same procedure following for example 7 in 95% yield. This material proves chromatographically homogenous and displays spectral characteristics consistent with its assigned structure. Reactants: NC=1C=C2C=3CC(CCC3NC2=CC1)N(C)C (6-amino-3-(dimethyl)amino-1,2,3,4-tetrahydro-9H-carbazole), CS(=O)(=O)C1=CC=C(C(=O)O)C=C1 (4-methanesulfonylbenzoic acid). Product: CS(=O)(=O)C1=CC=C(C(=O)NC=2C=C3C=4CC(CCC4NC3=CC2)N(C)C)C=C1 (6-(4-methansulfonylbenzoyl)amino-3-(dimethyl)amino-1,2,3,4-tetrahydro-9H-carbazole). Isolated yield 12.8%. Reaction SMILES: [NH2:1][C:2]1[CH:3]=[C:4]2[C:12](=[CH:13][CH:14]=1)[NH:11][C:10]1[CH2:9][CH2:8][CH:7]([N:15]([CH3:17])[CH3:16])[CH2:6][C:5]2=1.[CH3:18][S:19]([C:22]1[CH:30]=[CH:29][C:25]([C:26](O)=[O:27])=[CH:24][CH:23]=1)(=[O:21])=[O:20]>>[CH3:18][S:19]([C:22]1[CH:30]=[CH:29][C:25]([C:26]([NH:1][C:2]2[CH:3]=[C:4]3[C:12](=[CH:13][CH:14]=2)[NH:11][C:10]2[CH2:9][CH2:8][CH:7]([N:15]([CH3:17])[CH3:16])[CH2:6][C:5]3=2)=[O:27])=[CH:24][CH:23]=1)(=[O:20])=[O:21]. Reported procedure: Beginning with 8.7 mg (0.038 mMol) 6-amino-3-(dimethyl)amino-1,2,3,4-tetrahydro-9H-carbazole and 17.0 mg (0.085 mMol) 4-methanesulfonylbenzoic acid, 2.0 mg (13%) of the title compound were recovered as a beige solid. Product: NNC(=O)Nc1cc(F)cc(Cl)c1. The reactants are CC(C)CO, COC(=O)Nc1cc(F)cc(Cl)c1, NN, O, O. RXN SMILES: [CH2:17]([OH:18])[CH:19]([CH3:20])[CH3:21].[CH3:1][O:2][C:3](=[O:4])[NH:5][c:6]1[cH:7][c:8]([Cl:13])[cH:9][c:10]([F:12])[cH:11]1.[NH2:15][NH2:16].[OH2:14].[OH2:22]>>[O:2]=[C:3]([NH:5][c:6]1[cH:7][c:8]([Cl:13])[cH:9][c:10]([F:12])[cH:11]1)[NH:15][NH2:16].